Dataset: the Open Reaction Database (ORD), a public repository of structured organic reaction records. Task: describe an organic reaction: reactants, conditions, products, and yield Reactants: [Li+].C[Si](C)(C)[N-][Si](C)(C)C (LiHMDS), BrC1=CC(=NC=C1)F (4-bromo-2-fluoro-pyridine), C1(CC1)C#N (cyclopropanecarbonitrile), C1(=CC=CC=C1)C (toluene). The solvent is O (H2O). Conditions: time 16 hour. The product is BrC1=CC(=NC=C1)C1(CC1)C#N (1-(4-Bromo-pyridin-2-yl)-cyclopropanecarbonitrile). Yield: 48.8%. Reaction SMILES: [Li+].C[Si]([N-][Si](C)(C)C)(C)C.[Br:11][C:12]1[CH:17]=[CH:16][N:15]=[C:14](F)[CH:13]=1.[CH:19]1([C:22]#[N:23])[CH2:21][CH2:20]1.C1(C)C=CC=CC=1>O>[Br:11][C:12]1[CH:17]=[CH:16][N:15]=[C:14]([C:19]2([C:22]#[N:23])[CH2:21][CH2:20]2)[CH:13]=1 |f:0.1|. Procedure details: LiHMDS (1M in toluene, 17.6 mL, 17.6 mmol, 3.1 eq) is added dropwise to a cold (−5° C.) mixture of 4-bromo-2-fluoro-pyridine [Marsais, F. et al, Journal of Organic Chemistry, (1992), 57, 565-573] (1 g, 5.7 mmol), cyclopropanecarbonitrile (1.25 mL, 17 mmol, 3 eq), 4 Å molecular sieves and toluene (20 mL). The reaction mixture is allowed to warm to rt, stirred for 16 h, poured into H2O and filtered. The filtrate is diluted with EtOAc/H2O and extracted with EtOAc. The organic phase is washed with H...